From a dataset of the Open Reaction Database (ORD), a public repository of structured organic reaction records. describe an organic reaction: reactants, conditions, products, and yield Reactants: CCCCOC(=O)C1OC(c2ccc(Br)cc2)OC1C(=O)OCCCC, C#Cc1ccc(C2CCC(CCC)CC2)cc1, CCCCCC, [Cl-], [Cl-], [Li]CCCC, C1CCOC1, [Zn+2]. Yields the product CCCCOC(=O)C1OC(c2ccc(C#Cc3ccc(C4CCC(CCC)CC4)cc3)cc2)OC1C(=O)OCCCC. RXN SMILES: [Br:23][c:24]1[cH:25][cH:26][c:27]([CH:30]2[O:31][CH:32]([C:42](=[O:43])[O:44][CH2:45][CH2:46][CH2:47][CH3:48])[CH:33]([C:35](=[O:36])[O:37][CH2:38][CH2:39][CH2:40][CH3:41])[O:34]2)[cH:28][cH:29]1.[CH2:6]([CH2:7][CH3:8])[CH:9]1[CH2:10][CH2:11][CH:12]([c:15]2[cH:16][cH:17][c:18]([C:21]#[CH:22])[cH:19][cH:20]2)[CH2:13][CH2:14]1.[CH3:49][CH2:50][CH2:51][CH2:52][CH2:53][CH3:54].[Cl-:60].[Cl-:62].[Li:1][CH2:2][CH2:3][CH2:4][CH3:5].[O:55]1[CH2:56][CH2:57][CH2:58][CH2:59]1.[Zn+2:61]>>[CH2:6]([CH2:7][CH3:8])[CH:9]1[CH2:10][CH2:11][CH:12]([c:15]2[cH:16][cH:17][c:18]([C:21]#[C:22][c:24]3[cH:25][cH:26][c:27]([CH:30]4[O:31][CH:32]([C:42](=[O:43])[O:44][CH2:45][CH2:46][CH2:47][CH3:48])[CH:33]([C:35](=[O:36])[O:37][CH2:38][CH2:39][CH2:40][CH3:41])[O:34]4)[cH:28][cH:29]3)[cH:19][cH:20]2)[CH2:13][CH2:14]1.